Dataset: the Open Reaction Database (ORD), a public repository of structured organic reaction records. Task: describe an organic reaction: reactants, conditions, products, and yield RXN SMILES: [CH3:13][S:14]([CH3:15])=[O:16].[OH:1][c:2]1[cH:3][cH:4][c:5]([CH:6]=[CH:7][C:8](=[O:9])[OH:10])[cH:11][cH:12]1>>[cH:2]1[cH:3][cH:4][c:5]([CH:6]=[CH:7][C:8](=[O:9])[OH:10])[cH:11][cH:12]1. Reactants: CS(C)=O, O=C(O)C=Cc1ccc(O)cc1. Yields the product O=C(O)C=Cc1ccccc1. Reactants: FC=1C=C(C=CC1OC1=CC(=NC=C1)NCCN1CCOCC1)NC(CC(=O)NC1=CC=C(C=C1)F)=O (N1-(3-Fluoro-4-(2-(2-morpholinoethylamino)pyridin-4-yloxy)phenyl)-N3-(4-fluorophenyl)malonamide), FC=1C=C(C=CC1OC1=CC(=NC=C1)NCCN1CCOCC1)NC(CC(=O)NC1=CC=C(C=C1)F)=O (N1-(3-Fluoro-4-(2-(2-morpholinoethylamino)pyridin-4-yloxy)phenyl)-N3-(4-fluorophenyl)malonamide), C(C1=CC=CC=C1)OC1=CC=C(N)C=C1 (4-benzyloxyaniline), COCCOCCOC (2-methoxyethyl ether). The solvent is O (H2O). Run at temperature 160 celsius. Product: C(C1=CC=CC=C1)OC1=CC=C(C=C1)NC1=CC(=NC=N1)OC1=C(C=C(C=C1)NC(C)=O)F (N-(4-(6-(4-(Benzyloxy)phenylamino)pyrimidin-4-yloxy)-3-fluorophenyl)acetamide). Isolated yield 45.0%. As a reaction SMILES: [F:1][C:2]1[CH:3]=[C:4]([NH:24][C:25](=[O:37])[CH2:26]C(NC2C=CC(F)=CC=2)=O)[CH:5]=[CH:6][C:7]=1[O:8][C:9]1[CH:14]=[CH:13][N:12]=[C:11]([NH:15]CCN2CCOCC2)C=1.[CH2:38]([O:45][C:46]1[CH:52]=[CH:51][C:49]([NH2:50])=[CH:48][CH:47]=1)[C:39]1[CH:44]=[CH:43][CH:42]=[CH:41][CH:40]=1.COCCOCCOC>O>[CH2:38]([O:45][C:46]1[CH:47]=[CH:48][C:49]([NH:50][C:13]2[N:12]=[CH:11][N:15]=[C:9]([O:8][C:7]3[CH:6]=[CH:5][C:4]([NH:24][C:25](=[O:37])[CH3:26])=[CH:3][C:2]=3[F:1])[CH:14]=2)=[CH:51][CH:52]=1)[C:39]1[CH:40]=[CH:41][CH:42]=[CH:43][CH:44]=1. Procedure details: A mixture of N-(4-(6-chloropyrimidin-4-yloxy)-3-fluorophenyl)acetamide (Compound B of Example 13, 281 mg, 1.00 mmol), 4-benzyloxyaniline (Aldrich, 398 mg, 2.00 mmol), and 2-methoxyethyl ether (2 mL) was heated at 160° C. for 45 min. The cooled mixture was treated with H2O (50 mL) and extracted with EtOAc (100 mL). The EtOAc extract was washed with brine (3×25 mL), dried (MgSO4) and concentrated in vacuo to give the title compound (200 mg, 22%) as a purple solid. 1H NMR (400 MHz, DMSO-d6) δ 10.19... Starting materials: C1(CC1)C(=O)C(C1=C(C=CC=C1)F)N1C\C(\C(CC1)S)=C/C(=O)OCC ((E)-1-(α-cyclopropylcarbonyl-2-fluorobenzyl)-3-ethoxycarbonylmethylidene-4-mercaptopiperidine), Cl (hydrochloric acid). The solvent is C(C)(=O)O (acetic acid). Reaction conditions: time 12 day. Product: Cl.C1(CC1)C(=O)C(C1=C(C=CC=C1)F)N1C\C(\C(CC1)S)=C/C(=O)O ((E)-1-(α-Cyclopropylcarbonyl-2-fluorobenzyl)-3-carboxymethylidene-4-mercaptopiperidine hydrochloride). Yield: 27.0%. RXN SMILES: [CH:1]1([C:4]([CH:6]([N:14]2[CH2:19][CH2:18][CH:17]([SH:20])/[C:16](=[CH:21]/[C:22]([O:24]CC)=[O:23])/[CH2:15]2)[C:7]2[CH:12]=[CH:11][CH:10]=[CH:9][C:8]=2[F:13])=[O:5])[CH2:3][CH2:2]1.[ClH:27]>C(O)(=O)C>[ClH:27].[CH:1]1([C:4]([CH:6]([N:14]2[CH2:19][CH2:18][CH:17]([SH:20])/[C:16](=[CH:21]/[C:22]([OH:24])=[O:23])/[CH2:15]2)[C:7]2[CH:12]=[CH:11][CH:10]=[CH:9][C:8]=2[F:13])=[O:5])[CH2:3][CH2:2]1 |f:3.4|. Procedure details: In a mixed solvent of 15 ml of acetic acid and 10 ml of concentrated hydrochloric acid, 0.44 g (1.1 mmol) of (E)-1-(α-cyclopropylcarbonyl-2-fluorobenzyl)-3-ethoxycarbonylmethylidene-4-mercaptopiperidine were dissolved and the resulting solution was allowed to stand for 12 days at room temperature in a dark place. The reaction mixture was concentrated to dryness, followed by crystallization from ethyl ether. The crystals collected by filtration were purified by chromatography on a silica gel colu... The reactants are O1CCOCC1 (dioxane), COC1=CC=C(CC2=CS[C@H]3N(C2C(=O)O)C(C3NC(CC3=CC=CC=C3)=O)=O)C=C1 (3-(4-methoxy-benzyl)-7-(N-phenylacetyl-amino)ceph-2-em-4ξ-carboxylic acid), COC1=C(CC2=CS[C@H]3N(C2C(=O)O)C(C3NC(CC3=CC=CC=C3)=O)=O)C=CC=C1 (3-(2-methoxy-benzyl)-7-(N-phenylacetyl-amino)-ceph-2-em-4ξ-carboxylic acid), C1(=CC=CC=C1)C(=[N+]=[N-])C1=CC=CC=C1 (diphenyldiazomethane). Solvent: CO (methanol), C1CCCCC1 (cyclohexane). Run at time 3 hour. Yields the product C1(=CC=CC=C1)C(C1=CC=CC=C1)OC(=O)C1C(=CS[C@H]2N1C(C2NC(CC2=CC=CC=C2)=O)=O)CC2=CC=C(C=C2)OC (3-(4-methoxy-benzyl)-7-(N-phenylacetyl-amino)-ceph-2-em-4ξ-carboxylic acid diphenylmethyl ester). As a reaction SMILES: [CH3:1][O:2][C:3]1[CH:31]=[CH:30][C:6]([CH2:7][C:8]2[CH:13]([C:14]([OH:16])=[O:15])[N:12]3[C:17](=[O:29])[CH:18]([NH:19][C:20](=[O:28])[CH2:21][C:22]4[CH:27]=[CH:26][CH:25]=[CH:24][CH:23]=4)[C@H:11]3[S:10][CH:9]=2)=[CH:5][CH:4]=1.COC1C=CC=CC=1CC1C(C(O)=O)N2C(=O)C(NC(=O)CC3C=CC=CC=3)[C@H]2SC=1.O1CCOCC1.[C:69]1([C:75]([C:78]2[CH:83]=[CH:82][CH:81]=[CH:80][CH:79]=2)=[N+]=[N-])[CH:74]=[CH:73][CH:72]=[CH:71][CH:70]=1>C1CCCCC1.CO>[C:69]1([CH:75]([O:15][C:14]([CH:13]2[N:12]3[C:17](=[O:29])[CH:18]([NH:19][C:20](=[O:28])[CH2:21][C:22]4[CH:27]=[CH:26][CH:25]=[CH:24][CH:23]=4)[C@H:11]3[S:10][CH:9]=[C:8]2[CH2:7][C:6]2[CH:5]=[CH:4][C:3]([O:2][CH3:1])=[CH:31][CH:30]=2)=[O:16])[C:78]2[CH:79]=[CH:80][CH:81]=[CH:82][CH:83]=2)[CH:74]=[CH:73][CH:72]=[CH:71][CH:70]=1. Reported procedure: A solution of 1.50 g of 3-(4-methoxy-benzyl)-7-(N-phenylacetyl-amino)ceph-2-em-4ξ-carboxylic acid, containing a small quantity of 3-(2-methoxy-benzyl)-7-(N-phenylacetyl-amino)-ceph-2-em-4ξ-carboxylic acid, in 50 ml of a 4:1 mixture of dioxane and methanol, is treated with a solution of diphenyldiazomethane in cyclohexane, added in portions, until a red colour persists, and the mixture is left to stand for 3 hours at room temperature. The solvent is removed under reduced pressure and the residue ... Starting materials: C(C1=CC=CC=C1)OC(=O)NC=1C(N(C=C(C1)CC1=CC=CC=C1)CC(=O)O)=O (2-(3-benzyloxycarbonylamino-5-benzyl-2-oxo-1,2-dihydro-1-pyridyl)acetic acid), NC(C(C(F)(F)F)O)CC1=CC=CC=C1 (3-amino-1,1,1-trifluoro-4-phenyl-2-butanol), CCN=C=NCCCN(C)C.Cl (WSCI hydrochloride), C=1C=CC2=C(C1)N=NN2O (HOBT). The solvent is CN(C)C=O (DMF). The product is C(C1=CC=CC=C1)OC(=O)NC=1C(N(C=C(C1)CC1=CC=CC=C1)CC(=O)NC(C(C(F)(F)F)O)CC1=CC=CC=C1)=O (2-(3-Benzyloxycarbonylamino-5-benzyl-2-oxo-1,2-dihydro-1-pyridyl)-N-(1-benzyl-3,3,3-trifluoro-2-hydroxypropyl)acetamide), C(C1=CC=CC=C1)OC(=O)NC=1C(N(C=C(C1)CC1=CC=CC=C1)CC(=O)NC(C(C(F)(F)F)=O)CC1=CC=CC=C1)=O (2-(3-benzyloxycarbonylamino-5-benzyl-2-oxo-1,2-dihydro-1-pyridyl)-N-(1-benzyl-3,3,3-trifluoro-2-oxopropyl)acetamide), target compound. Isolated yield 74.0%. As a reaction SMILES: [CH2:1]([O:8][C:9]([NH:11][C:12]1[C:13](=[O:29])[N:14]([CH2:25][C:26](O)=[O:27])[CH:15]=[C:16]([CH2:18][C:19]2[CH:24]=[CH:23][CH:22]=[CH:21][CH:20]=2)[CH:17]=1)=[O:10])[C:2]1[CH:7]=[CH:6][CH:5]=[CH:4][CH:3]=1.[NH2:30][CH:31]([CH2:38][C:39]1[CH:44]=[CH:43][CH:42]=[CH:41][CH:40]=1)[CH:32]([OH:37])[C:33]([F:36])([F:35])[F:34].CCN=C=NCCCN(C)C.Cl.C1C=CC2N(O)N=NC=2C=1>CN(C=O)C>[CH2:1]([O:8][C:9]([NH:11][C:12]1[C:13](=[O:29])[N:14]([CH2:25][C:26]([NH:30][CH:31]([CH2:38][C:39]2[CH:44]=[CH:43][CH:42]=[CH:41][CH:40]=2)[CH:32]([OH:37])[C:33]([F:34])([F:35])[F:36])=[O:27])[CH:15]=[C:16]([CH2:18][C:19]2[CH:20]=[CH:21][CH:22]=[CH:23][CH:24]=2)[CH:17]=1)=[O:10])[C:2]1[CH:7]=[CH:6][CH:5]=[CH:4][CH:3]=1.[CH2:1]([O:8][C:9]([NH:11][C:12]1[C:13](=[O:29])[N:14]([CH2:25][C:26]([NH:30][CH:31]([CH2:38][C:39]2[CH:44]=[CH:43][CH:42]=[CH:41][CH:40]=2)[C:32](=[O:37])[C:33]([F:35])([F:36])[F:34])=[O:27])[CH:15]=[C:16]([CH2:18][C:19]2[CH:20]=[CH:21][CH:22]=[CH:23][CH:24]=2)[CH:17]=1)=[O:10])[C:2]1[CH:7]=[CH:6][CH:5]=[CH:4][CH:3]=1 |f:2.3|. Procedure: 2-(3-Benzyloxycarbonylamino-5-benzyl-2-oxo-1,2-dihydro-1-pyridyl)-N-(1-benzyl-3,3,3-trifluoro-2-hydroxypropyl)acetamide was synthesized in the same manner as in Example 1. That is, 2-(3-benzyloxycarbonylamino-5-benzyl-2-oxo-1,2-dihydro-1-pyridyl)acetic acid (title compound in Reference Example 7, 380 mg, 0.968 mmol) was treated with 3-amino-1,1,1-trifluoro-4-phenyl-2-butanol (title compound in Reference Example 1, 249 mg, 1.14 mmol), WSCI hydrochloride (277 mg, 1.45 mmol) and HOBT (158 mg, 1.17 ... Starting materials: C(C)OC(=O)C=1C(NC(=C(C1C(=O)OCC)[N+](=O)[O-])C1=CC=CC=C1)=O (3,4-diethoxycarbonyl-5-nitro-6-phenyl-2-pyridone), C1(=CC=CC=C1)P(=O)(Cl)Cl (phenylphosphonic dichloride). Run in O (Water). Conditions: temperature 150 celsius. The product is ClC1=NC(=C(C(=C1C(=O)OCC)C(=O)OCC)[N+](=O)[O-])C1=CC=CC=C1 (2-Chloro-3,4-diethoxycarbonyl-5-nitro-6-phenylpyridine). As a reaction SMILES: [CH2:1]([O:3][C:4]([C:6]1[C:7](=O)[NH:8][C:9]([C:20]2[CH:25]=[CH:24][CH:23]=[CH:22][CH:21]=2)=[C:10]([N+:17]([O-:19])=[O:18])[C:11]=1[C:12]([O:14][CH2:15][CH3:16])=[O:13])=[O:5])[CH3:2].C1(P(Cl)([Cl:35])=O)C=CC=CC=1>O>[Cl:35][C:7]1[C:6]([C:4]([O:3][CH2:1][CH3:2])=[O:5])=[C:11]([C:12]([O:14][CH2:15][CH3:16])=[O:13])[C:10]([N+:17]([O-:19])=[O:18])=[C:9]([C:20]2[CH:25]=[CH:24][CH:23]=[CH:22][CH:21]=2)[N:8]=1. Procedure details: To 1.0 g of 3,4-diethoxycarbonyl-5-nitro-6-phenyl-2-pyridone was added 1.3 ml (3.37 eq.) of phenylphosphonic dichloride, and the mixture was heated at 150° C. for 2.5 hours. Water was added to the reaction mixture, and the mixture was extracted with ethyl acetate. The organic layer was washed with water and a saturated aqueous solution of sodium chloride, and dried over magnesium sulfate. The solvent was distilled off, and the residue was purified by silica gel column chromatography (eluent: eth...